This data is from the Open Reaction Database (ORD), a public repository of structured organic reaction records. The task is: describe an organic reaction: reactants, conditions, products, and yield The reactants are P(=O)([O-])([O-])[O-].[K+].[K+].[K+] (potassium phosphate), CC(C)(C)OC(NCC=C)=O (2-propenyl-carbamic acid 1,1-dimethylethyl ester), C12CCCC(CCC1)B2 (9-borabicyclo[3.3.1]nonane), resultant mixture, ClC1=NC2=CC=C(C(=C2C=C1)NC(CC1CCCCC1)=O)Cl (N-(2,6-Dichloro-5-quinolinyl)-cyclohexaneacetamide). Reagents/catalysts: C=1C=CC(=CC1)[P](C=2C=CC=CC2)(C=3C=CC=CC3)[Pd]([P](C=4C=CC=CC4)(C=5C=CC=CC5)C=6C=CC=CC6)([P](C=7C=CC=CC7)(C=8C=CC=CC8)C=9C=CC=CC9)[P](C=1C=CC=CC1)(C=1C=CC=CC1)C=1C=CC=CC1 (tetrakis(triphenylphosphine)palladium(0)). Solvent: [Cl-].[Na+].O (brine), O (water), CN(C=O)C (dimethylformamide). The product is CC(C)(C)OC(NCCCC1=NC2=CC=C(C(=C2C=C1)NC(CC1CCCCC1)=O)Cl)=O ([3-[6-Chloro-5-[(cyclohexylacetyl)amino]-2-quinolinyl]propyl]-carbamic Acid 1,1-dimethylethyl Ester). RXN SMILES: [CH3:1][C:2]([O:5][C:6](=[O:11])[NH:7][CH2:8][CH:9]=[CH2:10])([CH3:4])[CH3:3].C12BC(CCC1)CCC2.P([O-])([O-])([O-])=O.[K+].[K+].[K+].Cl[C:30]1[CH:39]=[CH:38][C:37]2[C:32](=[CH:33][CH:34]=[C:35]([Cl:50])[C:36]=2[NH:40][C:41](=[O:49])[CH2:42][CH:43]2[CH2:48][CH2:47][CH2:46][CH2:45][CH2:44]2)[N:31]=1>O.CN(C)C=O.[Cl-].[Na+].O.C1C=CC([P]([Pd]([P](C2C=CC=CC=2)(C2C=CC=CC=2)C2C=CC=CC=2)([P](C2C=CC=CC=2)(C2C=CC=CC=2)C2C=CC=CC=2)[P](C2C=CC=CC=2)(C2C=CC=CC=2)C2C=CC=CC=2)(C2C=CC=CC=2)C2C=CC=CC=2)=CC=1>[CH3:4][C:2]([O:5][C:6](=[O:11])[NH:7][CH2:8][CH2:9][CH2:10][C:30]1[CH:39]=[CH:38][C:37]2[C:32](=[CH:33][CH:34]=[C:35]([Cl:50])[C:36]=2[NH:40][C:41](=[O:49])[CH2:42][CH:43]2[CH2:48][CH2:47][CH2:46][CH2:45][CH2:44]2)[N:31]=1)([CH3:1])[CH3:3] |f:2.3.4.5,9.10.11,^1:63,65,84,103|. Reported procedure: To 2-propenyl-carbamic acid 1,1-dimethylethyl ester under nitrogen was added 9-borabicyclo[3.3.1]nonane (0.5M in tetrahydrofuran, 7.1 mL) and the mixture refluxed for 2 hours. The reaction was allowed to cool to room temperature and potassium phosphate (1.02 g) in water (1.8 mL) added. The resultant mixture was stirred for 15 minutes. N-(2,6-Dichloro-5-quinolinyl)-cyclohexaneacetamide (prepared as described in Example 1a) (0.5 g) was added followed by tetrakis(triphenylphosphine)palladium(0) (17...